The task is: describe an organic reaction: reactants, conditions, products, and yield. This data is from the Open Reaction Database (ORD), a public repository of structured organic reaction records. The reactants are COCOCCC1=C(C(=CC(=C1OCOC)OC)OCOC)OC (1-methoxymethoxy-2-[2,5-dimethoxy-3,6-bis(methoxymethoxy)phenyl]ethane), ICCCCCC1=C(C(=CC(=C1OCOC)OC)OCOC)OC (1-(5-iodopent-1-yl)-2,5-dimethoxy-3,6-bis(methoxymethoxy)benzene), CN(CCN(C)C)C (N,N,N',N'-tetramethylethylenediamine), C(CCC)[Li] (n-butyllithium). The solvent is C1(=CC=CC=C1)C (toluene), CN(P(N(C)C)(N(C)C)=O)C (hexamethylphosphoric triamide), C(C)OCC (diethyl ether), C1(=CC=CC=C1)C (toluene). Run at temperature -78 celsius, time 4 hour. The product is COC1=C(C(=C(C=C1OCOC)OC)OCOC)CCCCCC1=C(C(=C(C(=C1OCOC)OC)CCOCOC)OCOC)OC (1-[2,5-dimethoxy-3,6-bis(methoxymethoxy)phenyl]-5-[2,5-dimethoxy-3,6-bis(methoxymethoxy)-4-(2-methoxymethyloxyethyl)phenyl]pentane). RXN SMILES: [CH3:1][O:2][CH2:3][O:4][CH2:5][CH2:6][C:7]1[C:12]([O:13][CH2:14][O:15][CH3:16])=[C:11]([O:17][CH3:18])[CH:10]=[C:9]([O:19][CH2:20][O:21][CH3:22])[C:8]=1[O:23][CH3:24].CN(C)CCN(C)C.C([Li])CCC.I[CH2:39][CH2:40][CH2:41][CH2:42][CH2:43][C:44]1[C:49]([O:50][CH2:51][O:52][CH3:53])=[C:48]([O:54][CH3:55])[CH:47]=[C:46]([O:56][CH2:57][O:58][CH3:59])[C:45]=1[O:60][CH3:61]>C1(C)C=CC=CC=1.CN(C)P(=O)(N(C)C)N(C)C.C(OCC)C>[CH3:61][O:60][C:45]1[C:46]([O:56][CH2:57][O:58][CH3:59])=[CH:47][C:48]([O:54][CH3:55])=[C:49]([O:50][CH2:51][O:52][CH3:53])[C:44]=1[CH2:43][CH2:42][CH2:41][CH2:40][CH2:39][C:10]1[C:9]([O:19][CH2:20][O:21][CH3:22])=[C:8]([O:23][CH3:24])[C:7]([CH2:6][CH2:5][O:4][CH2:3][O:2][CH3:1])=[C:12]([O:13][CH2:14][O:15][CH3:16])[C:11]=1[O:17][CH3:18]. Reported procedure: 1.0 Gram of 1-methoxymethoxy-2-[2,5-dimethoxy-3,6-bis(methoxymethoxy)phenyl]ethane was dissolved in a mixed solvent of 20 ml of toluene with 5 ml of hexamethylphosphoric triamide, to this solution was added 0.52 ml of N,N,N',N'-tetramethylethylenediamine and the whole mixture was cooled to -78° C. in a dry ice-acetone bath, then 2.7 ml of n-butyllithium (1.6 mole solution) was added dropwise to the reaction mixture. 15 Minutes later, a solution prepared by dissolving 1.56 g of 1-(5-iodopent-1-yl... Reactants: CC(C)(C)OC(=O)Nc1ccc(-c2ccccc2S(C)(=O)=O)cc1, Cl, C1COCCO1. Yields the product CS(=O)(=O)c1ccccc1-c1ccc(N)cc1. Reaction SMILES: [C:1]([O:2][C:3](=[O:4])[NH:8][c:9]1[cH:10][cH:11][c:12](-[c:15]2[c:16]([S:21](=[O:22])(=[O:23])[CH3:24])[cH:17][cH:18][cH:19][cH:20]2)[cH:13][cH:14]1)([CH3:5])([CH3:6])[CH3:7].[ClH:25].[O:26]1[CH2:27][CH2:28][O:29][CH2:30][CH2:31]1>>[NH2:8][c:9]1[cH:10][cH:11][c:12](-[c:15]2[c:16]([S:21](=[O:22])(=[O:23])[CH3:24])[cH:17][cH:18][cH:19][cH:20]2)[cH:13][cH:14]1. Reaction SMILES: [CH3:1][CH:2]([C:4]1[S:8][CH:7]=[N:6][C:5]=1[C:9]([O:11]C)=[O:10])[CH3:3].[OH-].[Na+]>CO>[CH3:3][CH:2]([C:4]1[S:8][CH:7]=[N:6][C:5]=1[C:9]([OH:11])=[O:10])[CH3:1] |f:1.2|. Procedure: To a solution of methyl 5-(1-methylethyl)-1,3-thiazole-4-carboxylate (1.9 g) in methanol (20 ml) was added 2M sodium hydroxide (20 ml) and the mixture stirred at 20° C. for 18 h. The solvent was removed in vacuo and the residue taken up in water (20 ml) and acidified to pH=2 using 2M hydrochloric acid. The mixture was extracted with ethyl acetate (100 ml), dried over sodium sulphate and evaporated in vacuo to give the title compound (1.7 g) as a white solid. Yield: 96.8%. Reactants: CC(C)C1=C(N=CS1)C(=O)OC (methyl 5-(1-methylethyl)-1,3-thiazole-4-carboxylate), [OH-].[Na+] (sodium hydroxide). Run at temperature 20 celsius, time 18 hour. Solvent: CO (methanol). Yields the product CC(C)C1=C(N=CS1)C(=O)O (5-(1-Methylethyl)-1,3-thiazole-4-carboxylic acid). Reactants: CCOC(=O)C1CCC(CC)CC1, [Li]CCCC, CCCCCC, CC(=O)O, COP(C)(=O)OC, C1CCOC1. Yields the product CCC1CCC(C(=O)CP(=O)(OC)OC)CC1. RXN SMILES: [CH2:18]([CH3:19])[CH:20]1[CH2:21][CH2:22][CH:23]([C:26](=[O:27])[O:28][CH2:29][CH3:30])[CH2:24][CH2:25]1.[CH2:1]([Li:2])[CH2:3][CH2:4][CH3:5].[CH3:31][CH2:32][CH2:33][CH2:34][CH2:35][CH3:36].[CH3:37][C:38](=[O:39])[OH:40].[CH3:6][P:7]([O:8][CH3:9])([O:10][CH3:11])=[O:12].[O:13]1[CH2:14][CH2:15][CH2:16][CH2:17]1>>[CH2:6]([P:7]([O:8][CH3:9])([O:10][CH3:11])=[O:12])[C:26]([CH:23]1[CH2:22][CH2:21][CH:20]([CH2:18][CH3:19])[CH2:25][CH2:24]1)=[O:27].